Dataset: the Open Reaction Database (ORD), a public repository of structured organic reaction records. Task: describe an organic reaction: reactants, conditions, products, and yield The reactants are [Br-], C=CC(=O)Cl, ClCCl, Nc1cc(F)ccc1C[P+](c1ccccc1)(c1ccccc1)c1ccccc1, c1ccncc1. Product: [Br-], C=CC(=O)Nc1cc(F)ccc1C[P+](c1ccccc1)(c1ccccc1)c1ccccc1. Reaction SMILES: [Br-:1].[C:30]([CH:31]=[CH2:32])(=[O:33])[Cl:34].[Cl:41][CH2:42][Cl:43].[NH2:2][c:3]1[c:4]([CH2:10][P+:11]([c:12]2[cH:13][cH:14][cH:15][cH:16][cH:17]2)([c:18]2[cH:19][cH:20][cH:21][cH:22][cH:23]2)[c:24]2[cH:25][cH:26][cH:27][cH:28][cH:29]2)[cH:5][cH:6][c:7]([F:9])[cH:8]1.[cH:35]1[cH:36][cH:37][n:38][cH:39][cH:40]1>>[Br-:1].[NH:2]([c:3]1[c:4]([CH2:10][P+:11]([c:12]2[cH:13][cH:14][cH:15][cH:16][cH:17]2)([c:18]2[cH:19][cH:20][cH:21][cH:22][cH:23]2)[c:24]2[cH:25][cH:26][cH:27][cH:28][cH:29]2)[cH:5][cH:6][c:7]([F:9])[cH:8]1)[C:30]([CH:31]=[CH2:32])=[O:33]. The product is CC(C)(C)OC(=O)n1ncc2cc(Nc3nc(-c4cccc(NC(=O)CN5CCOCC5)c4)nc4ccccc34)ccc21. Reaction SMILES: [CH2:39]1[O:40][CH2:41][CH2:42][CH2:43]1.[CH2:44]1[CH2:45][O:46][CH2:47][CH2:48][NH:49]1.[Cl:1][CH2:2][C:3](=[O:4])[NH:5][c:6]1[cH:7][c:8](-[c:12]2[n:13][c:14]3[cH:15][cH:16][cH:17][cH:18][c:19]3[c:20]([NH:22][c:23]3[cH:24][c:25]4[cH:26][n:27][n:28]([C:32](=[O:33])[O:34][C:35]([CH3:36])([CH3:37])[CH3:38])[c:29]4[cH:30][cH:31]3)[n:21]2)[cH:9][cH:10][cH:11]1.[O:50]=[CH:51][N:52]([CH3:53])[CH3:54]>>[CH2:2]([C:3](=[O:4])[NH:5][c:6]1[cH:7][c:8](-[c:12]2[n:13][c:14]3[cH:15][cH:16][cH:17][cH:18][c:19]3[c:20]([NH:22][c:23]3[cH:24][c:25]4[cH:26][n:27][n:28]([C:32](=[O:33])[O:34][C:35]([CH3:36])([CH3:37])[CH3:38])[c:29]4[cH:30][cH:31]3)[n:21]2)[cH:9][cH:10][cH:11]1)[N:49]1[CH2:44][CH2:45][O:46][CH2:47][CH2:48]1. Reactants: C1CCOC1, C1COCCN1, CC(C)(C)OC(=O)n1ncc2cc(Nc3nc(-c4cccc(NC(=O)CCl)c4)nc4ccccc34)ccc21, CN(C)C=O. Starting materials: C(=O)NC=1SC=C(N1)C(C(=O)NC1[C@@H]2N(C(=C(CS2)CSC=2SC=NN2)C(=O)O)C1=O)=NOCCCl (7-[2-(2-Formamidothiazol-4-yl)-2-(2-chloroethoxyimino)acetamido]-3-(1,3,4-thiadiazol-2-yl)thiomethyl-3-cephem-4-carboxylic acid), Cl (hydrochloric acid). Yields the product NC=1SC=C(N1)C(C(=O)NC1[C@@H]2N(C(=C(CS2)CSC=2SC=NN2)C(=O)O)C1=O)=NOCCCl (7-[2-(2-aminothiazol-4-yl)-2-(2-chloroethoxyimino)acetamido]-3-(1,3,4-thiadiazol-2-yl)thiomethyl-3-cephem-4-carboxylic acid). The yield is 80.3%. Reaction SMILES: C([NH:3][C:4]1[S:5][CH:6]=[C:7]([C:9](=[N:32][O:33][CH2:34][CH2:35][Cl:36])[C:10]([NH:12][CH:13]2[C:30](=[O:31])[N:15]3[C:16]([C:27]([OH:29])=[O:28])=[C:17]([CH2:20][S:21][C:22]4[S:23][CH:24]=[N:25][N:26]=4)[CH2:18][S:19][C@H:14]23)=[O:11])[N:8]=1)=O.Cl>>[NH2:3][C:4]1[S:5][CH:6]=[C:7]([C:9](=[N:32][O:33][CH2:34][CH2:35][Cl:36])[C:10]([NH:12][CH:13]2[C:30](=[O:31])[N:15]3[C:16]([C:27]([OH:29])=[O:28])=[C:17]([CH2:20][S:21][C:22]4[S:23][CH:24]=[N:25][N:26]=4)[CH2:18][S:19][C@H:14]23)=[O:11])[N:8]=1. Reported procedure: 7-[2-(2-Formamidothiazol-4-yl)-2-(2-chloroethoxyimino)acetamido]-3-(1,3,4-thiadiazol-2-yl)thiomethyl-3-cephem-4-carboxylic acid (syn isomer, 2.0 g.) was treated with conc. hydrochloric acid (0.7 g.) in a similar manner to that of Example 24-(2) to give 7-[2-(2-aminothiazol-4-yl)-2-(2-chloroethoxyimino)acetamido]-3-(1,3,4-thiadiazol-2-yl)thiomethyl-3-cephem-4-carboxylic acid (syn isomer, 1.53 g.). Run in C(Cl)Cl (CH2Cl2). Reactants: C(C)(C)(C)OC(CCNC(CNC(CCCC1=CC=C2CCCNC2=N1)=O)=O)=O (4-(1,2,3,4-Tetrahydro-1,8-naphthyridin-7-yl)butanoyl-glycyl-β-alanine t-butyl ester), C(=O)(C(F)(F)F)O (TFA). RXN SMILES: C([O:5][C:6](=[O:29])[CH2:7][CH2:8][NH:9][C:10](=[O:28])[CH2:11][NH:12][C:13](=[O:27])[CH2:14][CH2:15][CH2:16][C:17]1[N:26]=[C:25]2[C:20]([CH2:21][CH2:22][CH2:23][NH:24]2)=[CH:19][CH:18]=1)(C)(C)C.C(O)(C(F)(F)F)=O>C(Cl)Cl>[NH:24]1[C:25]2[C:20](=[CH:19][CH:18]=[C:17]([CH2:16][CH2:15][CH2:14][C:13]([NH:12][CH2:11][C:10]([NH:9][CH2:8][CH2:7][C:6]([OH:29])=[O:5])=[O:28])=[O:27])[N:26]=2)[CH2:21][CH2:22][CH2:23]1. The product is N1CCCC2=CC=C(N=C12)CCCC(=O)NCC(=O)NCCC(=O)O (4-(1,2,3,4-Tetrahydro-1,8-naphthyridin-7-yl)butanoyl-glycyl-β-alanine). Procedure: Ester 19-9 (69 mg, 0.17 mmol) was dissolved in 1 mL CH2Cl2 at 0° C., 1 mL TFA was added, and the reaction was warmed to ambient temperature for 6 hr. After concentrating and azeotroping with toluene, flash chromatography (silica, 7:20:1:1 EtOAc/EtOH/H2O/NH4OH) provided 19-10 as a white solid. Starting materials: CCOC(=O)C (EtOAc), C(C1=CC=CC=C1)OC1=C(C=C(C(=C1)OCC1=CC=CC=C1)C(C)C)C(=O)N1CC2=CC=C(C=C2C1)O ((2,4-bis-benzyloxy-5-isopropyl-phenyl)-(5-hydroxy-1,3-dihydro-isoindol-2-yl)-methanone), 2-dimethylaminoethylchloride. HCl, C(=O)([O-])[O-].[K+].[K+] (K2CO3), CN(C)C=O (DMF). Reaction conditions: temperature 90 celsius. Product: C(C1=CC=CC=C1)OC1=C(C=C(C(=C1)OCC1=CC=CC=C1)C(C)C)C(=O)N1CC2=CC=C(C=C2C1)OCCN(C)C ((2,4-bis-benzyloxy-5-isopropyl-phenyl)-[5-(2-dimethylamino-ethoxy)-1,3-dihydro-isoindol-2-yl]-methanone), gel. As a reaction SMILES: [CH2:1]([O:8][C:9]1[CH:14]=[C:13]([O:15][CH2:16][C:17]2[CH:22]=[CH:21][CH:20]=[CH:19][CH:18]=2)[C:12]([CH:23]([CH3:25])[CH3:24])=[CH:11][C:10]=1[C:26]([N:28]1[CH2:36][C:35]2[C:30](=[CH:31][CH:32]=[C:33]([OH:37])[CH:34]=2)[CH2:29]1)=[O:27])[C:2]1[CH:7]=[CH:6][CH:5]=[CH:4][CH:3]=1.C([O-])([O-])=O.[K+].[K+].CCO[C:47]([CH3:49])=O.[CH3:50][N:51](C=O)[CH3:52]>>[CH2:1]([O:8][C:9]1[CH:14]=[C:13]([O:15][CH2:16][C:17]2[CH:22]=[CH:21][CH:20]=[CH:19][CH:18]=2)[C:12]([CH:23]([CH3:25])[CH3:24])=[CH:11][C:10]=1[C:26]([N:28]1[CH2:36][C:35]2[C:30](=[CH:31][CH:32]=[C:33]([O:37][CH2:49][CH2:47][N:51]([CH3:52])[CH3:50])[CH:34]=2)[CH2:29]1)=[O:27])[C:2]1[CH:7]=[CH:6][CH:5]=[CH:4][CH:3]=1 |f:1.2.3|. Reported procedure: A mixture of (2,4-bis-benzyloxy-5-isopropyl-phenyl)-(5-hydroxy-1,3-dihydro-isoindol-2-yl)-methanone (100 mg, 0.2 mmol), 2-dimethylaminoethylchloride. HCl (72 mg, 0.5 mol) and K2CO3 (173 mg, 1.25 mmol) in DMF (5 ml) was heated at 90° C. for 16 hours. Dilute reaction mixture with EtOAc and filtered. The reaction mixture was diluted with EtOAc and filtered. The filtrate was reduced in vacuo and purified by flash column chromatography, eluting 100% DCM then 90% DMAW 90 to give the title compound as ...